Dataset: the Open Reaction Database (ORD), a public repository of structured organic reaction records. Task: describe an organic reaction: reactants, conditions, products, and yield Reactants: C1CCOC1, CI, Cn1nnc(N(Cc2cc(C(F)(F)F)cc(C(F)(F)F)c2)Cc2cc(C(F)(F)F)ccc2C(O)C2CCN(C(=O)OC(C)(C)C)CC2)n1, [H-], [Na+]. Yields the product COC(c1ccc(C(F)(F)F)cc1CN(Cc1cc(C(F)(F)F)cc(C(F)(F)F)c1)c1nnn(C)n1)C1CCN(C(=O)OC(C)(C)C)CC1. As a reaction SMILES: [CH2:53]1[O:54][CH2:55][CH2:56][CH2:57]1.[CH3:51][I:52].[F:1][C:2]([c:3]1[cH:4][c:5]([CH2:6][N:7]([c:8]2[n:9][n:10][n:11]([CH3:13])[n:12]2)[CH2:14][c:15]2[c:16]([CH:25]([CH:26]3[CH2:27][CH2:28][N:29]([C:32](=[O:33])[O:34][C:35]([CH3:36])([CH3:37])[CH3:38])[CH2:30][CH2:31]3)[OH:39])[cH:17][cH:18][c:19]([C:21]([F:22])([F:23])[F:24])[cH:20]2)[cH:40][c:41]([C:43]([F:44])([F:45])[F:46])[cH:42]1)([F:47])[F:48].[H-:49].[Na+:50]>>[F:1][C:2]([c:3]1[cH:4][c:5]([CH2:6][N:7]([c:8]2[n:9][n:10][n:11]([CH3:13])[n:12]2)[CH2:14][c:15]2[c:16]([CH:25]([CH:26]3[CH2:27][CH2:28][N:29]([C:32](=[O:33])[O:34][C:35]([CH3:36])([CH3:37])[CH3:38])[CH2:30][CH2:31]3)[O:39][CH3:51])[cH:17][cH:18][c:19]([C:21]([F:22])([F:23])[F:24])[cH:20]2)[cH:40][c:41]([C:43]([F:44])([F:45])[F:46])[cH:42]1)([F:47])[F:48].